This data is from the Open Reaction Database (ORD), a public repository of structured organic reaction records. The task is: describe an organic reaction: reactants, conditions, products, and yield Starting materials: CS(=O)(=O)c1nccc(-n2cnc3ccccc32)n1, NCc1cc(F)cc(C(F)(F)F)c1. As a reaction SMILES: [CH3:1][S:2](=[O:3])(=[O:4])[c:5]1[n:6][cH:7][cH:8][c:9](-[n:11]2[cH:12][n:13][c:14]3[c:15]2[cH:16][cH:17][cH:18][cH:19]3)[n:10]1.[F:20][c:21]1[cH:22][c:23]([CH2:24][NH2:25])[cH:26][c:27]([C:29]([F:30])([F:31])[F:32])[cH:28]1>>[c:5]1([NH:25][CH2:24][c:23]2[cH:22][c:21]([F:20])[cH:28][c:27]([C:29]([F:30])([F:31])[F:32])[cH:26]2)[n:6][cH:7][cH:8][c:9](-[n:11]2[cH:12][n:13][c:14]3[c:15]2[cH:16][cH:17][cH:18][cH:19]3)[n:10]1. The product is Fc1cc(CNc2nccc(-n3cnc4ccccc43)n2)cc(C(F)(F)F)c1. Reactants: CN(C)C=O (DMF), C(C)(=O)NC1=C(C=C(C=C1)F)I (2-acetylamino-5-fluoroiodobenzene), C(C=C)(=O)O (acrylic acid), C(C)(=O)[O-].[Na+] (sodium acetate). The reagents and catalysts are [Pd](Cl)Cl (palladium chloride), C1(=CC=CC=C1)P(C1=CC=CC=C1)C1=CC=CC=C1 (triphenylphosphine). The solvent is O (water). Reaction conditions: time 3 hour. Yields the product C(C)(=O)NC1=C(C=CC(=O)O)C=C(C=C1)F (2-acetylamino-5-fluorocinnamic acid). Yield: 78.7%. As a reaction SMILES: CN(C=O)C.[C:6]([NH:9][C:10]1[CH:15]=[CH:14][C:13]([F:16])=[CH:12][C:11]=1I)(=[O:8])[CH3:7].[C:18]([OH:22])(=[O:21])[CH:19]=[CH2:20].C([O-])(=O)C.[Na+]>[Pd](Cl)Cl.C1(P(C2C=CC=CC=2)C2C=CC=CC=2)C=CC=CC=1.O>[C:6]([NH:9][C:10]1[CH:15]=[CH:14][C:13]([F:16])=[CH:12][C:11]=1[CH:20]=[CH:19][C:18]([OH:22])=[O:21])(=[O:8])[CH3:7] |f:3.4|. Reported procedure: To a 200-ml flask were added 40 ml of DMF, 20 g (0.0717 mole) of 2-acetylamino-5-fluoroiodobenzene, 5.85 g (0.0812 mole) of acrylic acid, 7.77 g (0.0947 mole) of anhydrous sodium acetate, 10 mg of palladium chloride and 30 mg of triphenylphosphine. This mixture was stirred at 125° to 130° C. for 3 hours and poured into 200 ml of water, and then a large amount of crystal precipitated. Sodium hydroxide was added to this aqueous solution containing the crystal while stirring the solution as it was,...